From a dataset of the Open Reaction Database (ORD), a public repository of structured organic reaction records. describe an organic reaction: reactants, conditions, products, and yield Reactants: CC(=O)O, CC(=O)c1ccc([N+](=O)[O-])cc1, N#CCC#N, c1ccccc1. Yields the product CC(=C(C#N)C#N)c1ccc([N+](=O)[O-])cc1. As a reaction SMILES: [CH3:24][C:25](=[O:26])[OH:27].[N+:1](=[O:2])([O-:3])[c:4]1[cH:5][cH:6][c:7]([C:10]([CH3:11])=[O:12])[cH:8][cH:9]1.[N:13]#[C:14][CH2:15][C:16]#[N:17].[cH:18]1[cH:19][cH:20][cH:21][cH:22][cH:23]1>>[N+:1](=[O:2])([O-:3])[c:4]1[cH:5][cH:6][c:7]([C:10]([CH3:11])=[C:15]([C:14]#[N:13])[C:16]#[N:17])[cH:8][cH:9]1. Isolated yield 68.9%. Reported procedure: Dichloro(pentamethylcyclopentadienyl)iridium (III) dimer (70 mg, 0.090 mmol) and sodium bicarbonate (73 mg, 0.87 mmol) were added to an aqueous (20 mL) solution of trans-cyclohexane-1,2-diamine (2.00 g, 17.5 mmol) and (±)-1,2-butanediol (1.69 mL, 18.4 mmol) with stirring at room temperature. Degassing and argon substitution were repeated 3 times, and the mixture was then stirred for 24 hours under reflux. The reaction mixture was concentrated under reduced pressure. The obtained residue was puri... Starting materials: [C@@H]1([C@@H](CCCC1)N)N (trans-cyclohexane-1,2-diamine), C(C(CC)O)O ((±)-1,2-butanediol). Reaction SMILES: [C@@H:1]1([NH2:8])[CH2:6][CH2:5][CH2:4][CH2:3][C@H:2]1[NH2:7].[CH2:9](O)[CH:10](O)[CH2:11][CH3:12]>C[C-]1C(C)=C(C)C(C)=C1C.C[C-]1C(C)=C(C)C(C)=C1C.[Cl-].[Cl-].[Cl-].[Cl-].[Ir+3].[Ir+3].C(=O)(O)[O-].[Na+]>[CH2:10]([C@@H:11]1[CH2:12][NH:8][C@@H:1]2[C@H:2]([CH2:3][CH2:4][CH2:5][CH2:6]2)[NH:7]1)[CH3:9] |f:2.3.4.5.6.7.8.9,10.11|. The reagents and catalysts are C[C-]1C(=C(C(=C1C)C)C)C.C[C-]1C(=C(C(=C1C)C)C)C.[Cl-].[Cl-].[Cl-].[Cl-].[Ir+3].[Ir+3] (Dichloro(pentamethylcyclopentadienyl)iridium (III) dimer), C([O-])(O)=O.[Na+] (sodium bicarbonate). The solvent is solution. The product is C(C)[C@H]1N[C@H]2CCCC[C@@H]2NC1 ((2R*,4aS*,8aS*)-2-ethyldecahydroquinoxaline). Reactants: CCOC(=O)CCCBr, O=C([O-])[O-], CN(C)C=O, [K+], [K+], CC(C)(C)OC(=O)N1CCN(c2ccc(Oc3cc(Cl)ccc3N)cc2)CC1, O. The product is CCOC(=O)CCCNc1ccc(Cl)cc1Oc1ccc(N2CCN(C(=O)OC(C)(C)C)CC2)cc1. Reaction SMILES: [Br:29][CH2:30][CH2:31][CH2:32][C:33](=[O:34])[O:35][CH2:36][CH3:37].[C:38](=[O:39])([O-:40])[O-:41].[CH3:44][N:45]([CH3:46])[CH:47]=[O:48].[K+:42].[K+:43].[NH2:1][c:2]1[c:3]([O:4][c:5]2[cH:6][cH:7][c:8]([N:11]3[CH2:12][CH2:13][N:14]([C:17](=[O:18])[O:19][C:20]([CH3:21])([CH3:22])[CH3:23])[CH2:15][CH2:16]3)[cH:9][cH:10]2)[cH:24][c:25]([Cl:28])[cH:26][cH:27]1.[OH2:49]>>[NH:1]([c:2]1[c:3]([O:4][c:5]2[cH:6][cH:7][c:8]([N:11]3[CH2:12][CH2:13][N:14]([C:17](=[O:18])[O:19][C:20]([CH3:21])([CH3:22])[CH3:23])[CH2:15][CH2:16]3)[cH:9][cH:10]2)[cH:24][c:25]([Cl:28])[cH:26][cH:27]1)[CH2:30][CH2:31][CH2:32][C:33](=[O:34])[O:35][CH2:36][CH3:37]. The reactants are BrCC1=C(C=CC=C1C1CC1)N1N=NN(C1=O)C (1-(2-bromomethyl-3-cyclopropylphenyl)-4-methyl-1,4-dihydrotetrazole-5-one), CC1=C(C=CC(=C1)C1=NN(C=C1)C)O (2-methyl-4-(1-methyl-1H-pyrazol-3-yl)-phenol), C([O-])([O-])=O.[K+].[K+] (potassium carbonate). Solvent: C(C)#N (acetonitrile). Product: C1(CC1)C=1C(=C(C=CC1)N1N=NN(C1=O)C)COC1=C(C=C(C=C1)C1=NN(C=C1)C)C (1-{3-cyclopropyl-2-[2-methyl-4-(1-methyl-1H-pyrazol-3-yl)-phenoxymethyl]-phenyl}-4-methyl-1,4-dihydrotetrazole-5-one). As a reaction SMILES: Br[CH2:2][C:3]1[C:8]([CH:9]2[CH2:11][CH2:10]2)=[CH:7][CH:6]=[CH:5][C:4]=1[N:12]1[C:16](=[O:17])[N:15]([CH3:18])[N:14]=[N:13]1.[CH3:19][C:20]1[CH:25]=[C:24]([C:26]2[CH:30]=[CH:29][N:28]([CH3:31])[N:27]=2)[CH:23]=[CH:22][C:21]=1[OH:32].C(=O)([O-])[O-].[K+].[K+]>C(#N)C>[CH:9]1([C:8]2[C:3]([CH2:2][O:32][C:21]3[CH:22]=[CH:23][C:24]([C:26]4[CH:30]=[CH:29][N:28]([CH3:31])[N:27]=4)=[CH:25][C:20]=3[CH3:19])=[C:4]([N:12]3[C:16](=[O:17])[N:15]([CH3:18])[N:14]=[N:13]3)[CH:5]=[CH:6][CH:7]=2)[CH2:11][CH2:10]1 |f:2.3.4|. Procedure details: A mixture of 1-(2-bromomethyl-3-cyclopropylphenyl)-4-methyl-1,4-dihydrotetrazole-5-one 0.30 g, 2-methyl-4-(1-methyl-1H-pyrazol-3-yl)-phenol (described in Reference Preparation example 29) 0.18 g, potassium carbonate 0.18 g and acetonitrile 10 ml was stirred with heating under reflux for four hours. After cooling to room temperature, the reaction mixture was filtered, and the filtrate was then concentrated. The resulting residue was subjected to a silica gel column chromatography to give 1-{3-cyc... Reactants: O (water), Cl.C(C)ON (ethoxyamine hydrochloride), C(C)N(C1=CC=CC=C1)CC (N,N-diethylaniline), C(CC)(=O)C1C(CC(CC1=O)CC(C)SC1=CC=C(C=C1)C(F)(F)F)=O (2-propionyl-5-[2-(4-trifluoromethylphenylthio)propyl]cyclohexane-1,3-dione). Solvent: C(C)(=O)OCC (ethyl acetate). The product is C(C)ONC(CC)=C1C(CC(CC1=O)CC(C)SC1=CC=C(C=C1)C(F)(F)F)=O (2-(1-ethoxyaminopropylidene)-5-[2-(4-trifluoromethylphenylthio)propyl]cyclohexane-1,3-dione). As a reaction SMILES: [C:1]([CH:5]1[C:10](=[O:11])[CH2:9][CH:8]([CH2:12][CH:13]([S:15][C:16]2[CH:21]=[CH:20][C:19]([C:22]([F:25])([F:24])[F:23])=[CH:18][CH:17]=2)[CH3:14])[CH2:7][C:6]1=[O:26])(=O)[CH2:2][CH3:3].Cl.[CH2:28]([O:30][NH2:31])[CH3:29].C(N(CC)C1C=CC=CC=1)C.O>C(OCC)(=O)C>[CH2:28]([O:30][NH:31][C:1](=[C:5]1[C:10](=[O:11])[CH2:9][CH:8]([CH2:12][CH:13]([S:15][C:16]2[CH:21]=[CH:20][C:19]([C:22]([F:24])([F:23])[F:25])=[CH:18][CH:17]=2)[CH3:14])[CH2:7][C:6]1=[O:26])[CH2:2][CH3:3])[CH3:29] |f:1.2|. Reported procedure: 0.27 Gram of 2-propionyl-5-[2-(4-trifluoromethylphenylthio)propyl]cyclohexane-1,3-dione was dissolved in 10 ml of ethyl acetate, and 0.08 g of ethoxyamine hydrochloride and 0.1 g of N,N-diethylaniline were added to the resulting solution which was then refluxed for 5 hours. The reaction solution was cooled to room temperature, poured into water, weakly acidified and extracted with ethyl acetate. The ethyl acetate layer was washed with dilute hydrochloric acid and water subsequently and dried ove...